From a dataset of the Open Reaction Database (ORD), a public repository of structured organic reaction records. describe an organic reaction: reactants, conditions, products, and yield Reactants: ClC1=CC=C(C=C1)CC(=O)O[C@@H]1CC[C@H](CC1)C1=CC=C(C=C1)CN(C)C (trans-O-(4-chlorophenylacetyl)-4-(4-dimethylaminomethylphenyl)-cyclohexanol), Cl (hydrogen chloride). Run in C(C)(C)O (isopropanol), C(C)OCC (diethyl ether). Reaction conditions: time 1 hour. Yields the product Cl.ClC1=CC=C(C=C1)CC(=O)O[C@@H]1CC[C@H](CC1)C1=CC=C(C=C1)CN(C)C (trans-O-(4-Chlorophenylacetyl)-4-(4-dimethylaminomethylphenyl)-cyclohexanol-hydrochloride). RXN SMILES: [Cl:1][C:2]1[CH:7]=[CH:6][C:5]([CH2:8][C:9]([O:11][C@H:12]2[CH2:17][CH2:16][C@H:15]([C:18]3[CH:23]=[CH:22][C:21]([CH2:24][N:25]([CH3:27])[CH3:26])=[CH:20][CH:19]=3)[CH2:14][CH2:13]2)=[O:10])=[CH:4][CH:3]=1.Cl>C(OCC)C.C(O)(C)C>[ClH:1].[Cl:1][C:2]1[CH:7]=[CH:6][C:5]([CH2:8][C:9]([O:11][C@H:12]2[CH2:13][CH2:14][C@H:15]([C:18]3[CH:19]=[CH:20][C:21]([CH2:24][N:25]([CH3:26])[CH3:27])=[CH:22][CH:23]=3)[CH2:16][CH2:17]2)=[O:10])=[CH:4][CH:3]=1 |f:4.5|. Reported procedure: A solution of 0.39 g (0.001 mol) of trans-O-(4-chlorophenylacetyl)-4-(4-dimethylaminomethylphenyl)-cyclohexanol in 10 ml of diethyl ether is combined at ambient temperature, with stirring, with a 1.5 times equimolar amount of hydrogen chloride in isopropanol added dropwise. The precipitate formed is left for 1 hour at ambient temperature, suction filtered, washed repeatedly with diethyl ether and dried. White crystals are obtained, melting point 231°-233° C. The reactants are C(C)(=O)NC1=CC=CC=C1 (acetanilide), C=1C=CC(=CC1)P(C=2C=CC=CC2)C3=CC=C4C=CC=CC4=C3C5=C6C=CC=CC6=CC=C5P(C=7C=CC=CC7)C=8C=CC=CC8 (BINAP), [F-].[Cs+] (cesium fluoride), C=O (formaldehyde), hydrate, [H-].[Na+] (sodium hydride), hemiacetal, transition metal, Cl.NCCS (2-aminoethanethiol hydrochloride), S(O)(O)(=O)=O (sulfuric acid), Cl (hydrochloric acid), C(C)(C)I (isopropyl iodide), aldehyde, CC(C)([O-])C.[Na+] (sodium t-butoxide), N=O (imino ether), N1C(C=CC2=CC=CC=C12)=O (1H-quinolin-2-one), β-aminothiol. Reagents/catalysts: C(C)(=O)[O-].[Pd+2].C(C)(=O)[O-] (palladium acetate). Product: N1=CC=CC2=CC=C3C(=C12)C=CS(N3)=O (thiazino-quinolinone). As a reaction SMILES: [C:1](NC1C=CC=CC=1)(=O)[CH3:2].[S:11](=[O:15])(=O)(O)O.[NH:16]1[C:25]2[C:20](=[CH:21][CH:22]=[CH:23][CH:24]=2)[CH:19]=[CH:18][C:17]1=O.C(I)(C)C.[F-].[Cs+].Cl.[NH2:34]CCS.[H-].[Na+].C1C=CC(P(C2C(C3C(P(C4C=CC=CC=4)C4C=CC=CC=4)=CC=C4C=3C=CC=C4)=C3C(C=CC=C3)=CC=2)C2C=CC=CC=2)=CC=1.CC(C)([O-])C.[Na+].C=O.N=O.Cl>C([O-])(=O)C.[Pd+2].C([O-])(=O)C>[N:16]1[C:25]2[C:20](=[CH:21][CH:22]=[C:23]3[NH:34][S:11](=[O:15])[CH:2]=[CH:1][C:24]3=2)[CH:19]=[CH:18][CH:17]=1 |f:4.5,6.7,8.9,11.12,16.17.18|. Reported procedure: Thiazino-quinolinone compounds (e.g., Structure 56) are prepared as shown in Scheme XI. The process of Scheme XI begins with the treatment of an aniline, for example, 4-bromo-3-chloroaniline, with a β-ketoester or its corresponding hydrate, for example 4,4,4-trifluoroacetoacetate, at elevated temperatures, to afford the corresponding acetanilide. Treatment of the acetanilide with an acid, for example, sulfuric acid, affords the corresponding 1H-quinolin-2-one (an example of a Knorr cyclization a... Starting materials: OCC1N(CC2CC2C1)C(=O)OC(C)(C)C (tert-butyl 4-(hydroxymethyl)-3-azabicyclo[4.1.0]heptane-3-carboxylate), CC1(CCCC(N1[O])(C)C)C (TEMPO). Solvent: C(Cl)Cl (DCM), C(Cl)Cl (DCM). Run at time 4 hour. Yields the product C(=O)C1N(CC2CC2C1)C(=O)OC(C)(C)C (tert-butyl 4-formyl-3-azabicyclo[4.1.0]heptane-3-carboxylate). Isolated yield 76.4%. RXN SMILES: [OH:1][CH2:2][CH:3]1[CH2:9][CH:8]2[CH:6]([CH2:7]2)[CH2:5][N:4]1[C:10]([O:12][C:13]([CH3:16])([CH3:15])[CH3:14])=[O:11].CC1(C)N([O])C(C)(C)CCC1>C(Cl)Cl>[CH:2]([CH:3]1[CH2:9][CH:8]2[CH:6]([CH2:7]2)[CH2:5][N:4]1[C:10]([O:12][C:13]([CH3:16])([CH3:15])[CH3:14])=[O:11])=[O:1] |^1:20|. Procedure details: To a solution of tert-butyl 4-(hydroxymethyl)-3-azabicyclo[4.1.0]heptane-3-carboxylate (D15) (820 mg, 3.6 mmol) and TEMPO (112.7 mg, 0.72 mmol) in DCM (8 ml), BAlB (1.27 g, 3.96 mmol) was added and the resulting mixture was stirred at RT 4 hrs. The reaction mixture was diluted with DCM (35 ml), washed with Na2S2O3 sat sol (35 ml) and extracted with DCM (2×35 ml). The combined organic extracts were washed with NaHCO3 sat sol (35 ml) and brine (35 ml), dried and evaporated under reduce pressure. T... The reactants are CCCCCc1c(-c2ccc3cc(OCC(=O)OCC)ccc3c2)oc2ccccc12, C1CCOC1, [K+], [OH-], O. The product is CCCCCc1c(-c2ccc3cc(OCC(=O)O)ccc3c2)oc2ccccc12. RXN SMILES: [CH2:1]([CH3:2])[O:3][C:4]([CH2:5][O:6][c:7]1[cH:8][c:9]2[cH:10][cH:11][c:12](-[c:17]3[o:18][c:19]4[c:20]([c:21]3[CH2:22][CH2:23][CH2:24][CH2:25][CH3:26])[cH:27][cH:28][cH:29][cH:30]4)[cH:13][c:14]2[cH:15][cH:16]1)=[O:31].[CH2:34]1[O:35][CH2:36][CH2:37][CH2:38]1.[K+:33].[OH-:32].[OH2:39]>>[O:3]=[C:4]([CH2:5][O:6][c:7]1[cH:8][c:9]2[cH:10][cH:11][c:12](-[c:17]3[o:18][c:19]4[c:20]([c:21]3[CH2:22][CH2:23][CH2:24][CH2:25][CH3:26])[cH:27][cH:28][cH:29][cH:30]4)[cH:13][c:14]2[cH:15][cH:16]1)[OH:31]. Reaction conditions: time 12 hour. Procedure: 50 g (0.35 mol) of kojic acid (1) was added to 200 ml of water and the pH of the solution was adjusted to 8.5 using 50% aqueous sodium hydroxides. 37% Formaldehyde (30 ml) was added and the solution allowed stirring 12 hrs. The reaction mixture was acidified to pH 1 with 37% hydrochloric acid and concentrated in vacuo to dryness. The residue was extracted with 2×200 ml of isopropanol at 90° C. The isopropanol extracts were combined and concentrated to yield the crude product (2) (55.4 g, 92%). R... The solvent is C(C)(C)O (isopropanol). Reaction SMILES: [CH:1]1[C:6](=[O:7])[C:5]([OH:8])=[CH:4][O:3][C:2]=1[CH2:9][OH:10].[OH2:11].[CH2:12]=O.Cl>C(O)(C)C>[OH:11][CH2:12][C:4]1[O:3][C:2]([CH2:9][OH:10])=[CH:1][C:6](=[O:7])[C:5]=1[OH:8]. Product: OCC=1OC(=CC(C1O)=O)CO (2,6-Dihydroxymethyl-3-hydroxypyran-4(1H)-one). The reactants are C=O (Formaldehyde), C1=C(OC=C(C1=O)O)CO (kojic acid), O (water), Cl (hydrochloric acid), sodium hydroxides. Starting materials: CC(=O)Oc1ccc(OCc2ccccc2)c(C(=O)Nc2cc(-c3ccccc3)ccc2C(=O)OC(C)(C)C)c1, CO, [Na+], C1COCCO1, [OH-]. The product is CC(C)(C)OC(=O)c1ccc(-c2ccccc2)cc1NC(=O)c1cc(O)ccc1OCc1ccccc1. As a reaction SMILES: [C:3](=[O:4])([CH3:5])[O:6][c:7]1[cH:8][cH:9][c:10]([O:35][CH2:36][c:37]2[cH:38][cH:39][cH:40][cH:41][cH:42]2)[c:11]([C:12](=[O:13])[NH:14][c:15]2[c:16]([C:17](=[O:18])[O:19][C:20]([CH3:21])([CH3:22])[CH3:23])[cH:24][cH:25][c:26](-[c:28]3[cH:29][cH:30][cH:31][cH:32][cH:33]3)[cH:27]2)[cH:34]1.[CH3:43][OH:44].[Na+:2].[O:45]1[CH2:46][CH2:47][O:48][CH2:49][CH2:50]1.[OH-:1]>>[OH:6][c:7]1[cH:8][cH:9][c:10]([O:35][CH2:36][c:37]2[cH:38][cH:39][cH:40][cH:41][cH:42]2)[c:11]([C:12](=[O:13])[NH:14][c:15]2[c:16]([C:17](=[O:18])[O:19][C:20]([CH3:21])([CH3:22])[CH3:23])[cH:24][cH:25][c:26](-[c:28]3[cH:29][cH:30][cH:31][cH:32][cH:33]3)[cH:27]2)[cH:34]1. Reactants: C1(=CC=CC=C1)C(OCC1=CC=CC(=N1)CO)(C1=CC=CC=C1)C1=CC=CC=C1 (6-(triphenylmethoxymethyl)pyridine-2-methanol), C1(=CC=CC=C1)P(C1=CC=CC=C1)C1=CC=CC=C1 (triphenylphosphine), C(Br)(Br)(Br)Br (carbon tetrabromide). Solvent: C(Cl)Cl (CH2Cl2). Conditions: temperature 0 celsius, time 2.5 hour. Yields the product BrCC1=NC(=CC=C1)COC(C1=CC=CC=C1)(C1=CC=CC=C1)C1=CC=CC=C1 (2-Bromomethyl-6-(triphenylmethoxymethyl)pyridine). Isolated yield 85.9%. RXN SMILES: [C:1]1([C:7]([C:24]2[CH:29]=[CH:28][CH:27]=[CH:26][CH:25]=2)([C:18]2[CH:23]=[CH:22][CH:21]=[CH:20][CH:19]=2)[O:8][CH2:9][C:10]2[N:15]=[C:14]([CH2:16]O)[CH:13]=[CH:12][CH:11]=2)[CH:6]=[CH:5][CH:4]=[CH:3][CH:2]=1.C1(P(C2C=CC=CC=2)C2C=CC=CC=2)C=CC=CC=1.C(Br)(Br)(Br)[Br:50]>C(Cl)Cl>[Br:50][CH2:16][C:14]1[CH:13]=[CH:12][CH:11]=[C:10]([CH2:9][O:8][C:7]([C:24]2[CH:29]=[CH:28][CH:27]=[CH:26][CH:25]=2)([C:18]2[CH:23]=[CH:22][CH:21]=[CH:20][CH:19]=2)[C:1]2[CH:6]=[CH:5][CH:4]=[CH:3][CH:2]=2)[N:15]=1. Procedure details: A solution of 6-(triphenylmethoxymethyl)pyridine-2-methanol (16.8 g, 44 mmol) in CH2Cl2 at 0° C. was treated with triphenylphosphine (17.3 g, 66 mmol) and carbon tetrabromide (17.5 g, 52.8 mmol), stirred at 0° C. for 2.5 h then concentrated in vacuo to approximately a quarter of the original volume. The resulting solution was filtered through a pad of silica, washed with hexane:EtOAc (1:1) and the filtrate concentrated in vacuo to give the title compound (16.8 g, 86%) as a cream solid; NMR δH (4... Starting materials: C([O-])([O-])=O.[K+].[K+] (potassium carbonate), C(C)(=O)OC(C)=O (acetic anhydride), OCN1CCCCC1 (hydroxymethylpiperidine), O (water). The solvent is C(C)O (ethanol). Conditions: temperature 20 celsius, time 18 hour. Product: C(C)(=O)N1CCC(CC1)CO (1-Acetyl-4-hydroxymethylpiperidine). As a reaction SMILES: C(O[C:5](=[O:7])[CH3:6])(=O)C.[OH:8][CH2:9][N:10]1[CH2:15][CH2:14]C[CH2:12][CH2:11]1.O.[C:17](=O)([O-])[O-].[K+].[K+]>C(O)C>[C:9]([N:10]1[CH2:15][CH2:14][CH:6]([CH2:5][OH:7])[CH2:12][CH2:11]1)(=[O:8])[CH3:17] |f:3.4.5|. Reported procedure: 1-Acetyl-4-hydroxymethylpiperidine may be obtained in the following manner: acetic anhydride (20.5 cc) is added in the course of 15 minutes to a solution of hydroxymethylpiperidine (23.8 g) in ethanol (100 cc) at a temperature in the region of 10° C., and the mixture is stirred for 18 hours at a temperature in the region of 20° C. The reaction mixture is concentrated to dryness under reduced pressure (2.7 kPa); the residue obtained is taken up with water (50 cc) and potassium carbonate (50 g), a... Starting materials: COC1=C(C=CC=C1)C=1C=C2C(=CC(NC2=CC1)(C)C)CSC1=CC=CC=C1 (6-(2-Methoxyphenyl)-2,2-dimethyl-4-phenylsulfanylmethyl-1,2-dihydroquinoline), BrCC1=CC(NC2=CC=C(C=C12)C1=C(C=CC=C1)OC)(C)C (4-bromomethyl-6-(2-methoxyphenyl)-2,2-dimethyl-1,2-dihydroquinoline), C([O-])([O-])=O.[K+].[K+] (potassium carbonate), C1(=CC=CC=C1)S (thiophenol). The product is COC1=C(C=CC=C1)C=1C=C2C(=CC(NC2=CC1)(C)C)CNC1=CC=CC=C1 ([6-(2-methoxyphenyl)-2,2-dimethyl-1,2-dihydroquinolin-4-ylmethyl]phenylamine). RXN SMILES: [CH3:1][O:2][C:3]1[CH:8]=[CH:7][CH:6]=[CH:5][C:4]=1[C:9]1[CH:10]=[C:11]2[C:16](=[CH:17][CH:18]=1)[NH:15][C:14]([CH3:20])([CH3:19])[CH:13]=[C:12]2[CH2:21]SC1C=CC=CC=1.BrCC1[C:40]2[C:35](=[CH:36][CH:37]=[C:38](C3C=CC=CC=3OC)[CH:39]=2)[NH:34]C(C)(C)C=1.C(=O)([O-])[O-].[K+].[K+].C1(S)C=CC=CC=1>>[CH3:1][O:2][C:3]1[CH:8]=[CH:7][CH:6]=[CH:5][C:4]=1[C:9]1[CH:10]=[C:11]2[C:16](=[CH:17][CH:18]=1)[NH:15][C:14]([CH3:20])([CH3:19])[CH:13]=[C:12]2[CH2:21][NH:34][C:35]1[CH:40]=[CH:39][CH:38]=[CH:37][CH:36]=1 |f:2.3.4|. Reported procedure: 6-(2-Methoxyphenyl)-2,2-dimethyl-4-phenylsulfanylmethyl-1,2-dihydroquinoline 80 mg of 4-bromomethyl-6-(2-methoxyphenyl)-2,2-dimethyl-1,2-dihydroquinoline, 46 mg of potassium carbonate, and 23 μL of thiophenol reacted to give 12 mg of the title compound as a foam. Reactants: [OH-].[Na+] (sodium hydroxide), COC(CC=1C=C(C(=C(C1)OC)O)C1=CC=C(C=C1)C(CC)(C1=CC(=C(C=C1)\C=C\C(CC)(O)CC)C)CC)=O ((4′-{1-ethyl-1-[4-((E)-3-ethyl-3-hydroxy-1-pentenyl)-3-methyl-phenyl]-propyl}-6-hydroxy-5-methoxy-biphenyl-3-yl)-acetic acid methyl ester), [Cl-].[NH4+] (ammonium chloride). The solvent is CO.O1CCCC1 (methanol tetrahydrofuran). Reaction conditions: time 8 hour. The product is C(C)C(CC)(C1=CC(=C(C=C1)\C=C\C(CC)(O)CC)C)C1=CC=C(C=C1)C1=CC(=CC(=C1O)OC)CC(=O)O ((4′-{1-ethyl-1-[4-((E)-3-ethyl-3-hydroxy-1-pentenyl)-3-methyl-phenyl]-propyl}-6-hydroxy-5-methoxy-biphenyl-3-yl)-acetic Acid). The yield is 6.0%. RXN SMILES: [OH-].[Na+].C[O:4][C:5](=[O:42])[CH2:6][C:7]1[CH:8]=[C:9]([C:16]2[CH:21]=[CH:20][C:19]([C:22]([CH2:40][CH3:41])([C:25]3[CH:30]=[CH:29][C:28](/[CH:31]=[CH:32]/[C:33]([CH2:37][CH3:38])([OH:36])[CH2:34][CH3:35])=[C:27]([CH3:39])[CH:26]=3)[CH2:23][CH3:24])=[CH:18][CH:17]=2)[C:10]([OH:15])=[C:11]([O:13][CH3:14])[CH:12]=1.[Cl-].[NH4+]>CO.O1CCCC1>[CH2:23]([C:22]([C:19]1[CH:18]=[CH:17][C:16]([C:9]2[C:10]([OH:15])=[C:11]([O:13][CH3:14])[CH:12]=[C:7]([CH2:6][C:5]([OH:42])=[O:4])[CH:8]=2)=[CH:21][CH:20]=1)([C:25]1[CH:30]=[CH:29][C:28](/[CH:31]=[CH:32]/[C:33]([CH2:34][CH3:35])([OH:36])[CH2:37][CH3:38])=[C:27]([CH3:39])[CH:26]=1)[CH2:40][CH3:41])[CH3:24] |f:0.1,3.4,5.6|. Procedure details: A 1 N sodium hydroxide aqueous solution (0.203 mL, 0.203 mmol) was added to a solution of (4′-{1-ethyl-1-[4-((E)-3-ethyl-3-hydroxy-1-pentenyl)-3-methyl-phenyl]-propyl}-6-hydroxy-5-methoxy-biphenyl-3-yl)-acetic acid methyl ester (Example 178-(3); 22.1 mg, 0.041 mmol) in methanol-tetrahydrofuran (1:1, 4 mL), and the mixture was stirred at room temperature overnight. The reaction mixture was then poured into a saturated aqueous ammonium chloride solution, followed by extraction with dichloromethane...